Dataset: the Open Reaction Database (ORD), a public repository of structured organic reaction records. Task: describe an organic reaction: reactants, conditions, products, and yield The reactants are CC(C)C[AlH]CC(C)C (DIBAL), CS(=O)(=O)C1=CC=C(C=C1)C1=C(C(OC1)=O)C1=CC=CC=C1 (4-(4-methanesulfonyl-phenyl)-3-phenyl-5H-furan-2-one), [OH-].[Na+] (NaOH). Solvent: ClCCl (dichloromethane). Run at time 8 hour. Product: CS(=O)(=O)C1=CC=C(C=C1)/C(/CO)=C(/CO)\C1=CC=CC=C1 ((2Z)-2-[4-(methylsulfonyl)phenyl]-3-phenylbut-2-ene-1,4-diol). Isolated yield 98.7%. As a reaction SMILES: [CH3:1][S:2]([C:5]1[CH:10]=[CH:9][C:8]([C:11]2[CH2:15][O:14][C:13](=[O:16])[C:12]=2[C:17]2[CH:22]=[CH:21][CH:20]=[CH:19][CH:18]=2)=[CH:7][CH:6]=1)(=[O:4])=[O:3].CC(C[AlH]CC(C)C)C.[OH-].[Na+]>ClCCl>[CH3:1][S:2]([C:5]1[CH:6]=[CH:7][C:8](/[C:11](=[C:12](\[C:17]2[CH:18]=[CH:19][CH:20]=[CH:21][CH:22]=2)/[CH2:13][OH:16])/[CH2:15][OH:14])=[CH:9][CH:10]=1)(=[O:3])=[O:4] |f:2.3|. Procedure: To a solution of 110 g of 4-(4-methanesulfonyl-phenyl)-3-phenyl-5H-furan-2-one in 1.5 L of dichloromethane stirred at −78° C., 150 mL of DIBAL was added dropwise. The resulting mixture was warmed to room temperature and stirred overnight. The reaction mixture was then cooled to −78° C., and 1.2 L of 1 M aqueous NaOH was added dropwise. After the addition, the resulting mixture was warmed to room temperature and the organic phase was separated. The aqueous phase was extracted with dichloromethane... Starting materials: FC=1C=C(C[C@@H]2N(CC[C@H](C2)C2=CC(NO2)=O)C(=O)OC)C=CC1 (Trans-methyl 2-(3-fluorobenzyl)-4-(3-oxo-2,3-dihydroisoxazol-5-yl)piperidine-1-carboxylate), C(C)#N (acetonitrile), CCO (EtOH). Run in C(=O)=O (CO2). Yields the product FC=1C=C(C[C@H]2N(CC[C@@H](C2)C2=CC(NO2)=O)C(=O)OC)C=CC1 ((2S,4S)-methyl 2-(3-fluorobenzyl)-4-(3-oxo-2,3-dihydroisoxazol-5-yl)piperidine-1-carboxylate). Isolated yield 36.0%. As a reaction SMILES: [F:1][C:2]1[CH:3]=[C:4]([CH:22]=[CH:23][CH:24]=1)[CH2:5][C@H:6]1[CH2:11][C@H:10]([C:12]2[O:16][NH:15][C:14](=[O:17])[CH:13]=2)[CH2:9][CH2:8][N:7]1[C:18]([O:20][CH3:21])=[O:19].CCO.C(#N)C>C(=O)=O>[F:1][C:2]1[CH:3]=[C:4]([CH:22]=[CH:23][CH:24]=1)[CH2:5][C@@H:6]1[CH2:11][C@@H:10]([C:12]2[O:16][NH:15][C:14](=[O:17])[CH:13]=2)[CH2:9][CH2:8][N:7]1[C:18]([O:20][CH3:21])=[O:19]. Reported procedure: Trans-methyl 2-(3-fluorobenzyl)-4-(3-oxo-2,3-dihydroisoxazol-5-yl)piperidine-1-carboxylate (214 mg, 0.64 mmol) was subjected to chiral preparative HPLC (Column: Chiralcel OJ (250×30), 5 μm particle size, mobile phase: 10% EtOH in CO2 (175 bar), flow rate 150 mL/min) to yield (2S,4S)-methyl 2-(3-fluorobenzyl)-4-(3-oxo-2,3-dihydroisoxazol-5-yl)piperidine-1-carboxylate 77 mg (38.5%), Chiral purity 99.6% ee, Optical rotation [α]D20=+64.9 (acetonitrile, c=1)